Dataset: the Open Reaction Database (ORD), a public repository of structured organic reaction records. Task: describe an organic reaction: reactants, conditions, products, and yield Starting materials: [OH-].[K+] (potassium hydroxide), N1C(=CC=C1)C(=O)OC (methyl pyrrole-2 carboxylate), BrCCC (1-bromo-propane). Solvent: CS(=O)C (dimethylsulfoxide). Run at time 1 hour. The product is C(CC)N1C(=CC=C1)C(=O)OC (methyl 1-propyl-pyrrole-2-carboxylate). Yield: 74.8%. As a reaction SMILES: [OH-].[K+].[NH:3]1[CH:7]=[CH:6][CH:5]=[C:4]1[C:8]([O:10][CH3:11])=[O:9].Br[CH2:13][CH2:14][CH3:15]>CS(C)=O>[CH2:13]([N:3]1[CH:7]=[CH:6][CH:5]=[C:4]1[C:8]([O:10][CH3:11])=[O:9])[CH2:14][CH3:15] |f:0.1|. Procedure: To a solution of 9 g potassium hydroxide in 25 ml dimethylsulfoxide are added 5 g methyl pyrrole-2 carboxylate and 10 g 1-bromo-propane. After stirring for one hour, the reaction mixture is poured over 100 g crushed ice, after which the solution is extracted with ethyl ether. After drying, the solvent is evaporated under reduced pressure, to give 5 g crude methyl 1-propyl-pyrrole-2-carboxylate.